Dataset: the Open Reaction Database (ORD), a public repository of structured organic reaction records. Task: describe an organic reaction: reactants, conditions, products, and yield Starting materials: OCCN1CCN(CC1)C(C1=CC=CC=C1)(C1=CC=CC=C1)C1=CC=CC=C1 (1-(2-hydroxyethyl)-4-triphenylmethylpiperazine), ClCC(CC(=O)OCC)=O (ethyl 4-chloroacetoacetate), ice, Cl (hydrochloric acid), [H-].[Na+] (Sodium hydride). Solvent: O1CCCC1 (tetrahydrofuran), O1CCCC1 (tetrahydrofuran), C(C)(C)O (isopropanol), O1CCCC1 (tetrahydrofuran). Run at time 1 hour. Yields the product C(C)OC(=O)CC(=O)COCCN1CCN(CC1)C(C1=CC=CC=C1)(C1=CC=CC=C1)C1=CC=CC=C1 (1-[2-(ethoxycarbonylacetylmethoxy)ethyl]-4-triphenylmethylpiperazine). As a reaction SMILES: [H-].[Na+].[OH:3][CH2:4][CH2:5][N:6]1[CH2:11][CH2:10][N:9]([C:12]([C:25]2[CH:30]=[CH:29][CH:28]=[CH:27][CH:26]=2)([C:19]2[CH:24]=[CH:23][CH:22]=[CH:21][CH:20]=2)[C:13]2[CH:18]=[CH:17][CH:16]=[CH:15][CH:14]=2)[CH2:8][CH2:7]1.Cl[CH2:32][C:33](=[O:40])[CH2:34][C:35]([O:37][CH2:38][CH3:39])=[O:36].Cl>O1CCCC1.C(O)(C)C>[CH2:38]([O:37][C:35]([CH2:34][C:33]([CH2:32][O:3][CH2:4][CH2:5][N:6]1[CH2:7][CH2:8][N:9]([C:12]([C:13]2[CH:18]=[CH:17][CH:16]=[CH:15][CH:14]=2)([C:25]2[CH:30]=[CH:29][CH:28]=[CH:27][CH:26]=2)[C:19]2[CH:20]=[CH:21][CH:22]=[CH:23][CH:24]=2)[CH2:10][CH2:11]1)=[O:40])=[O:36])[CH3:39] |f:0.1|. Reported procedure: 0.9 g of Sodium hydride was added to 15 ml of dry tetrahydrofuran stirring at room temperature under nitrogen. A solution of 1-(2-hydroxyethyl)-4-triphenylmethylpiperazine in 5 ml of dry tetrahydrofuran was added dropwise and then stirred a further 1 hour after the addition was complete. Finally, a solution of 1.8 g of ethyl 4-chloroacetoacetate in 5 ml of dry tetrahydrofuran was added over 1 hour and the mixture stirred at room temperature for 18 hours. 5 Drops of isopropanol were added to the ... The reactants are ClCC=1NC2=C(C(=NC(=C2)C2=CC(=C(C=C2)OCC)C(F)(F)F)C#N)N1 (2-Chloromethyl-6-(4-ethoxy-3-trifluoromethyl-phenyl)-1H-imidazo[4,5,c]-pyridine-4-carbonitrile), C1(=CC=CC=C1)P(C1=CC=CC=C1)C1=CC=CC=C1 (triphenylphosphine), ( m ). The solvent is C(C)#N (acetonitrile). Run at time 8 hour. Yields the product [Cl-].C(#N)C1=NC(=CC2=C1N=C(N2)C[P+](C2=CC=CC=C2)(C2=CC=CC=C2)C2=CC=CC=C2)C2=CC(=C(C=C2)OCC)C(F)(F)F ([4-Cyano-6-(4-ethoxy-3-trifluoromethyl-phenyl)-1H-imidazo[4,5-c]pyridin-2-yl-methyl]-triphenyl-phosphonium chloride). RXN SMILES: [Cl:1][CH2:2][C:3]1[NH:4][C:5]2[CH:10]=[C:9]([C:11]3[CH:16]=[CH:15][C:14]([O:17][CH2:18][CH3:19])=[C:13]([C:20]([F:23])([F:22])[F:21])[CH:12]=3)[N:8]=[C:7]([C:24]#[N:25])[C:6]=2[N:26]=1.[C:27]1([P:33]([C:40]2[CH:45]=[CH:44][CH:43]=[CH:42][CH:41]=2)[C:34]2[CH:39]=[CH:38][CH:37]=[CH:36][CH:35]=2)[CH:32]=[CH:31][CH:30]=[CH:29][CH:28]=1>C(#N)C>[Cl-:1].[C:24]([C:7]1[C:6]2[N:26]=[C:3]([CH2:2][P+:33]([C:34]3[CH:35]=[CH:36][CH:37]=[CH:38][CH:39]=3)([C:40]3[CH:45]=[CH:44][CH:43]=[CH:42][CH:41]=3)[C:27]3[CH:28]=[CH:29][CH:30]=[CH:31][CH:32]=3)[NH:4][C:5]=2[CH:10]=[C:9]([C:11]2[CH:16]=[CH:15][C:14]([O:17][CH2:18][CH3:19])=[C:13]([C:20]([F:23])([F:22])[F:21])[CH:12]=2)[N:8]=1)#[N:25] |f:3.4|. Procedure details: 2-Chloromethyl-6-(4-ethoxy-3-trifluoromethyl-phenyl)-1H-imidazo[4,5,c]-pyridine-4-carbonitrile (100 mg, 0.26 mmol) and triphenylphosphine in acetonitrile were heated to 60° C. and stirred overnight. The reaction mixture was concentrated and triturated with ether to give a light yellow solid. MS m/z 607.5 (m). The reactants are OC1=C(C(=O)OC)C=CC(=C1)C (methyl 2-hydroxy-4-methylbenzoate), ClCCCOC (1-chloro-3-methoxypropane). Product: COCCCOC1=C(C(=O)OC)C=CC(=C1)C (Methyl 2-(3-methoxypropoxy)-4-methylbenzoate). As a reaction SMILES: [OH:1][C:2]1[CH:11]=[C:10]([CH3:12])[CH:9]=[CH:8][C:3]=1[C:4]([O:6][CH3:7])=[O:5].Cl[CH2:14][CH2:15][CH2:16][O:17][CH3:18]>>[CH3:18][O:17][CH2:16][CH2:15][CH2:14][O:1][C:2]1[CH:11]=[C:10]([CH3:12])[CH:9]=[CH:8][C:3]=1[C:4]([O:6][CH3:7])=[O:5]. Reported procedure: Analogously to Method F, 103.7 g of methyl 2-hydroxy-4-methylbenzoate are reacted with 95.8 g of 1-chloro-3-methoxypropane. The title compound is obtained as slightly beige oil. Rf=0.27 (1:2 EtOAc-heptane); Rt=4.22. Starting materials: CC(C)(C)CC(=O)c1ccc(CNC(=O)OC(C)(C)C)cn1, ClCCl, Cl, C1COCCO1. The product is CC(C)(C)CC(=O)c1ccc(CN)cn1. As a reaction SMILES: [C:2]([O:3][C:4](=[O:5])[NH:9][CH2:10][c:11]1[cH:12][cH:13][c:14]([C:17]([CH2:18][C:19]([CH3:20])([CH3:21])[CH3:22])=[O:23])[n:15][cH:16]1)([CH3:6])([CH3:7])[CH3:8].[Cl:30][CH2:31][Cl:32].[ClH:1].[O:24]1[CH2:25][CH2:26][O:27][CH2:28][CH2:29]1>>[NH2:9][CH2:10][c:11]1[cH:12][cH:13][c:14]([C:17]([CH2:18][C:19]([CH3:20])([CH3:21])[CH3:22])=[O:23])[n:15][cH:16]1. Reactants: O=C([O-])[O-], Cc1cccc(CCN)c1, CCOC(C)=O, [Cl-], ClCC[NH+](CCCl)CCCc1ccccc1, [I-], [K+], [K+], [Na+], CN(C)C=O, O. Yields the product Cc1cccc(CCN2CCN(CCCc3ccccc3)CC2)c1, Cl, Cl. RXN SMILES: [C:28](=[O:29])([O-:30])[O-:31].[CH3:18][c:19]1[cH:20][c:21]([CH2:25][CH2:26][NH2:27])[cH:22][cH:23][cH:24]1.[CH3:41][CH2:42][O:43][C:44](=[O:45])[CH3:46].[Cl-:1].[Cl:2][CH2:3][CH2:4][NH+:5]([CH2:6][CH2:7][CH2:8][c:9]1[cH:10][cH:11][cH:12][cH:13][cH:14]1)[CH2:15][CH2:16][Cl:17].[I-:35].[K+:32].[K+:33].[Na+:34].[O:36]=[CH:37][N:38]([CH3:39])[CH3:40].[OH2:47]>>[CH2:3]1[CH2:4][N:5]([CH2:6][CH2:7][CH2:8][c:9]2[cH:10][cH:11][cH:12][cH:13][cH:14]2)[CH2:15][CH2:16][N:27]1[CH2:26][CH2:25][c:21]1[cH:20][c:19]([CH3:18])[cH:24][cH:23][cH:22]1.[ClH:1].[ClH:2]. Reactants: O=C([O-])[O-], CCOCC, C#CC(C)C(C)O, Cl, [K+], [K+], C1=COCCC1. Yields the product C#CC(C)C(C)OC1CCCCO1. Reaction SMILES: [C:15](=[O:16])([O-:17])[O-:18].[CH3:21][CH2:22][O:23][CH2:24][CH3:25].[CH3:7][CH:8]([C:9]#[CH:10])[CH:11]([CH3:12])[OH:13].[ClH:14].[K+:19].[K+:20].[O:1]1[CH2:2][CH2:3][CH2:4][CH:5]=[CH:6]1>>[O:1]1[CH2:2][CH2:3][CH2:4][CH2:5][CH:6]1[O:13][CH:11]([CH:8]([CH3:7])[C:9]#[CH:10])[CH3:12]. Starting materials: C(C1=CC=CC=C1)(=O)OC(C)Cl (1-Chloroethyl benzoate), [I-].[Na+] (sodium iodide), [I-].[Na+] (sodium iodide). The solvent is C(C)#N (acetonitrile), C(C)#N (acetonitrile). Run at temperature 60 celsius. The product is C(C1=CC=CC=C1)(=O)OC(C)I (1-iodoethyl benzoate). Yield: 39.0%. Reaction SMILES: [C:1]([O:9][CH:10](Cl)[CH3:11])(=[O:8])[C:2]1[CH:7]=[CH:6][CH:5]=[CH:4][CH:3]=1.[I-:13].[Na+]>C(#N)C>[C:1]([O:9][CH:10]([I:13])[CH3:11])(=[O:8])[C:2]1[CH:7]=[CH:6][CH:5]=[CH:4][CH:3]=1 |f:1.2|. Reported procedure: 1-Chloroethyl benzoate (6.30 g, 34.12 mmol) and sodium iodide (23.0 g, 153.56 mmol) were combined in acetonitrile (150 mL) and heated to 60° C. for 2 hours. The reaction mixture was concentrated under reduced pressure. Diethyl ether and dichloromethane were added to the residue and the solids were filtered off and the filtrate was concentrated under reduced pressure. After silica gel chromatography using ethyl acetate in hexanes the residue was combined with sodium iodide (4.70 g, 31.39 mmol) in...